describe an organic reaction: reactants, conditions, products, and yield From a dataset of the Open Reaction Database (ORD), a public repository of structured organic reaction records. The reactants are C1CCOC1 (THF), C(C)OC(=O)C=1N=C(OC1)C1=C2C(=NC(=C1C(=O)OCC)CCC1=CC=C(C=C1)C(F)(F)F)N1N(C2=O)CCC1 (ethyl 4-[4-(ethoxycarbonyl)-1,3-oxazol-2-yl]-5-oxo-2-{2-[4-(trifluoromethyl)phenyl]ethyl}-8,9-dihydro-5H,7H-pyrazolo[1′2′:1,2]pyrazolo[3,4-b]pyridine-3-carboxylate), [OH-].[Na+] (NaOH). Run in CCO (EtOH). Yields the product C(C)OC(=O)C=1C(=C2C(=NC1CCC1=CC=C(C=C1)C(F)(F)F)N1N(C2=O)CCC1)C=1OC=C(N1)C(=O)O (2-(3-(ethoxycarbonyl)-5-oxo-2-{2-[4-(trifluoromethyl)phenyl]ethyl}-8,9-dihydro-5H,7H-pyrazolo[1′,2′:1,2]pyrazolo[3,4-b]pyridin-4-yl)-1,3-oxazole-4-carboxylic acid). Reaction SMILES: C1COCC1.C([O:8][C:9]([C:11]1[N:12]=[C:13]([C:16]2[C:21]([C:22]([O:24][CH2:25][CH3:26])=[O:23])=[C:20]([CH2:27][CH2:28][C:29]3[CH:34]=[CH:33][C:32]([C:35]([F:38])([F:37])[F:36])=[CH:31][CH:30]=3)[N:19]=[C:18]3[N:39]4[CH2:45][CH2:44][CH2:43][N:40]4[C:41](=[O:42])[C:17]=23)[O:14][CH:15]=1)=[O:10])C.[OH-].[Na+]>CCO>[CH2:25]([O:24][C:22]([C:21]1[C:16]([C:13]2[O:14][CH:15]=[C:11]([C:9]([OH:10])=[O:8])[N:12]=2)=[C:17]2[C:41](=[O:42])[N:40]3[CH2:43][CH2:44][CH2:45][N:39]3[C:18]2=[N:19][C:20]=1[CH2:27][CH2:28][C:29]1[CH:34]=[CH:33][C:32]([C:35]([F:38])([F:37])[F:36])=[CH:31][CH:30]=1)=[O:23])[CH3:26] |f:2.3|. Reported procedure: A THF (4 mL) of ethyl 4-[4-(ethoxycarbonyl)-1,3-oxazol-2-yl]-5-oxo-2-{2-[4-(trifluoromethyl)phenyl]ethyl}-8,9-dihydro-5H,7H-pyrazolo[1′2′:1,2]pyrazolo[3,4-b]pyridine-3-carboxylate (0.400 g, 0.717 mmol), 0.717 mL of 1 N NaOH and EtOH (0.717 mL) was stirred for 6 h at ambient temperature and then concentrated. The residue was treated with 1 N HCl until acidic and the organics extracted with EtOAc (2×) and then dried (Na2SO4), filtered and concentrated to a yellowish-orange solid and used in the pr... RXN SMILES: [C:1]([C:4]1[CH:30]=[CH:29][C:7]([O:8][CH2:9][CH2:10][CH2:11][S:12][C:13]2[CH:18]=[CH:17][C:16]([C:19](=[O:28])[CH2:20][CH2:21][CH2:22][CH2:23][C:24]([O:26][CH3:27])=[O:25])=[CH:15][CH:14]=2)=[C:6]([CH2:31][CH2:32][CH3:33])[C:5]=1[OH:34])(=[O:3])[CH3:2].ClC1C=CC=C(C(OO)=O)C=1.[OH-:46].[Ca+2].[OH-:48]>C(Cl)Cl>[C:1]([C:4]1[CH:30]=[CH:29][C:7]([O:8][CH2:9][CH2:10][CH2:11][S:12]([C:13]2[CH:18]=[CH:17][C:16]([C:19](=[O:28])[CH2:20][CH2:21][CH2:22][CH2:23][C:24]([O:26][CH3:27])=[O:25])=[CH:15][CH:14]=2)(=[O:48])=[O:46])=[C:6]([CH2:31][CH2:32][CH3:33])[C:5]=1[OH:34])(=[O:3])[CH3:2] |f:2.3.4|. The reactants are ClC1=CC(=CC=C1)C(=O)OO (m-chloroperbenzoic acid), [OH-].[Ca+2].[OH-] (Calcium hydroxide), C(C)(=O)C1=C(C(=C(OCCCSC2=CC=C(C=C2)C(CCCCC(=O)OC)=O)C=C1)CCC)O (methyl 4-(3-(4-acetyl-3-hydroxy-2-propylphenoxy)-propylthio)-epsilon-oxo-benzenehexanoate), C1=CC(=CC(=C1)Cl)C(=O)OO (m-CPBA). Procedure details: The compound of Step B above, (1.0 g, 2.05 mmoles) was dissolved in dry methylene chloride (25 ml) to which was added one equivalent of m-chloroperbenzoic acid in methylene chloride (10 ml). After 1 hour stirring at room temperature, additional m-CPBA (450 mg) was added. The reaction was complete in two hours Calcium hydroxide (1.0 g) was added and the reaction mixture was stirred for 10 minutes. The mixture was filtered and the filtrate concentrated. The residue was purified by chromatography t... Product: C(C)(=O)C1=C(C(=C(OCCCS(=O)(=O)C2=CC=C(C=C2)C(CCCCC(=O)OC)=O)C=C1)CCC)O (methyl 4-(3-(4-acetyl-3-hydroxy-2-propylphenoxy)-propylsulfonyl)-epsilon-oxo-benzenehexanoate). Conditions: time 1 hour. The solvent is C(Cl)Cl (methylene chloride), C(Cl)Cl (methylene chloride). Starting materials: CCO, CC1(C)OCC(Cn2ccc([N+](=O)[O-])n2)O1. Yields the product CC1(C)OCC(Cn2ccc(N)n2)O1. Reaction SMILES: [CH3:17][CH2:18][OH:19].[CH3:1][C:2]1([CH3:16])[O:3][CH2:4][CH:5]([CH2:7][n:8]2[n:9][c:10]([N+:13]([O-:14])=[O:15])[cH:11][cH:12]2)[O:6]1>>[CH3:1][C:2]1([CH3:16])[O:3][CH2:4][CH:5]([CH2:7][n:8]2[n:9][c:10]([NH2:13])[cH:11][cH:12]2)[O:6]1.